Dataset: the Open Reaction Database (ORD), a public repository of structured organic reaction records. Task: describe an organic reaction: reactants, conditions, products, and yield Reactants: FC1=C(C=CC(=C1)F)CC#N (2,4-difluorophenyl acetonitrile), CC(C)([O-])C.[K+] (potassium tert-butoxide), C(C)O/C=C/C(C(F)(F)F)=O ((E)-4-ethoxy-1,1,1-trifluoro-3-buten-2-one). The solvent is C1CCOC1 (THF). Conditions: time 4 hour. Yields the product FC1=C(C=CC(=C1)F)C=1C(OC(=CC1)C(F)(F)F)=O (3-(2,4-difluorophenyl)-6-trifluoromethyl-2H-pyran-2-one). Isolated yield 76.9%. RXN SMILES: CC(C)([O-:4])C.[K+].[F:7][C:8]1[CH:13]=[C:12]([F:14])[CH:11]=[CH:10][C:9]=1[CH2:15][C:16]#N.C(O/[CH:21]=[CH:22]/[C:23](=[O:28])[C:24]([F:27])([F:26])[F:25])C>C1COCC1>[F:7][C:8]1[CH:13]=[C:12]([F:14])[CH:11]=[CH:10][C:9]=1[C:15]1[C:16](=[O:4])[O:28][C:23]([C:24]([F:27])([F:26])[F:25])=[CH:22][CH:21]=1 |f:0.1|. Procedure details: 7.7 g (69 mmol) of potassium tert-butoxide was dissolved in 200 ml of THF, and 10 g (65 mmol) of 2,4-difluorophenyl acetonitrile was dropwise added thereto under cooling with ice. Ten minutes later, 13.5 g (69 mmol) of (E)-4-ethoxy-1,1,1-trifluoro-3-buten-2-one was dropwise added thereto, followed by stirring at room temperature for 4 hours. THF was distilled off under reduced pressure. Then, the obtained residue was poured into water, acidified to pH 1 with 1N hydrochloric acid and then extract...